This data is from the Open Reaction Database (ORD), a public repository of structured organic reaction records. The task is: describe an organic reaction: reactants, conditions, products, and yield The reactants are C([O-])([O-])=O.[Na+].[Na+] (sodium carbonate), BrC1=CC=C(C=C1)F (1-bromo-4-fluorobenzene), CN1C([C@@]2(CCC(=N2)C2=NC(=CC=C2)C)CC1)=O ((5R)-7-methyl-2-(6-methyl-2-pyridyl)-1,7-diazaspiro[4.4]non-1-en-6-one), C(C)(C)(C)C1=CC(=NC=C1)C1=NC=CC(=C1)C(C)(C)C (4,4′-di-tert-butyl-2,2′-bipyridyl), bis(pinocolato)-diboron. The reagents and catalysts are C[OH2+].C[OH2+].C1/C=C\CC/C=C\C1.C1/C=C\CC/C=C\C1.[Ir].[Ir] ((1,5-cyclooctadiene)(methoxy)iridium(I) dimer). The solvent is O (water). Reaction conditions: temperature 120 celsius. Yields the product FC1=CC=C(C=C1)C1=CC(=NC(=C1)C)C1=N[C@@]2(CC1)C(N(CC2)C)=O ((5R)-2-[4-(4-fluorophenyl)-6-methyl-2-pyridyl]-7-methyl-1,7-diazaspiro[4.4]non-1-en-6-one). Isolated yield 47.0%. RXN SMILES: [CH3:1][N:2]1[CH2:17][CH2:16][C@@:4]2([N:8]=[C:7]([C:9]3[CH:14]=[CH:13][CH:12]=[C:11]([CH3:15])[N:10]=3)[CH2:6][CH2:5]2)[C:3]1=[O:18].C(C1C=CN=C(C2C=C(C(C)(C)C)C=CN=2)C=1)(C)(C)C.C(=O)([O-])[O-].[Na+].[Na+].Br[C:46]1[CH:51]=[CH:50][C:49]([F:52])=[CH:48][CH:47]=1>O.C[OH2+].C[OH2+].C1CC=CCCC=C1.C1CC=CCCC=C1.[Ir].[Ir]>[F:52][C:49]1[CH:50]=[CH:51][C:46]([C:13]2[CH:12]=[C:11]([CH3:15])[N:10]=[C:9]([C:7]3[CH2:6][CH2:5][C@:4]4([CH2:16][CH2:17][N:2]([CH3:1])[C:3]4=[O:18])[N:8]=3)[CH:14]=2)=[CH:47][CH:48]=1 |f:2.3.4,7.8.9.10.11.12|. Procedure details: To a microwave vial was added (5R)-7-methyl-2-(6-methyl-2-pyridyl)-1,7-diazaspiro[4.4]non-1-en-6-one (which may be prepared as described in Description 32) (100 mg, 0.4100 mmol), 4,4′-di-tert-butyl-2,2′-bipyridyl (11.03 mg, 0.0400 mmol), bis(pinocolato)-diboron (156.55 mg, 0.6200 mmol), and (1,5-cyclooctadiene)(methoxy)iridium(I) dimer (13.62 mg, 0.0200 mmol). The microwave vial was sealed and evacuated and filled with nitrogen three times. 1,2-dimethoxyethane (2 mL) was then added and the react... Starting materials: CC(C)n1c(=O)n(-c2ccc(OCc3ccccc3)cc2)c2ncccc21, CCO. The product is CC(C)n1c(=O)n(-c2ccc(O)cc2)c2ncccc21. Reaction SMILES: [CH2:1]([c:2]1[cH:3][cH:4][cH:5][cH:6][cH:7]1)[O:8][c:9]1[cH:10][cH:11][c:12](-[n:15]2[c:16](=[O:27])[n:17]([CH:24]([CH3:25])[CH3:26])[c:18]3[c:19]2[n:20][cH:21][cH:22][cH:23]3)[cH:13][cH:14]1.[CH3:28][CH2:29][OH:30]>>[OH:8][c:9]1[cH:10][cH:11][c:12](-[n:15]2[c:16](=[O:27])[n:17]([CH:24]([CH3:25])[CH3:26])[c:18]3[c:19]2[n:20][cH:21][cH:22][cH:23]3)[cH:13][cH:14]1. The product is C1(=CC=CC=C1)C1=NC2=CC=C(C=C2C(C1)=O)C(=O)O (2-phenyl-4-quinolone-6-carboxylic acid). Isolated yield 77.6%. The solvent is CO (methanol). Reported procedure: Methyl 2-phenyl-4-quinolone-6-carboxylate (3.8 grams) obtained in Example 1 is refluxed for three hours in a mixture of 100 ml of methanol, 3 grams of sodium hydroxide and 15 ml of water. The mixture is evaporated to dryness in vacuo, 100 ml of water is added to the residue, filtered, acidified with 10% hydrochloric acid solution, and the crystals which separate out therefrom are collected by filtration. These are recrystallized from dimethyl formamide to give 2.8 grams of 2-phenyl-4-quinolone-6... Reactants: C1(=CC=CC=C1)C1=NC2=CC=C(C=C2C(C1)=O)C(=O)OC (methyl 2-phenyl-4-quinolone-6-carboxylate), [OH-].[Na+] (sodium hydroxide), O (water). RXN SMILES: [C:1]1([C:7]2[CH2:16][C:15](=[O:17])[C:14]3[C:9](=[CH:10][CH:11]=[C:12]([C:18]([O:20]C)=[O:19])[CH:13]=3)[N:8]=2)[CH:6]=[CH:5][CH:4]=[CH:3][CH:2]=1.[OH-].[Na+].O>CO>[C:1]1([C:7]2[CH2:16][C:15](=[O:17])[C:14]3[C:9](=[CH:10][CH:11]=[C:12]([C:18]([OH:20])=[O:19])[CH:13]=3)[N:8]=2)[CH:2]=[CH:3][CH:4]=[CH:5][CH:6]=1 |f:1.2|.